From a dataset of the Open Reaction Database (ORD), a public repository of structured organic reaction records. describe an organic reaction: reactants, conditions, products, and yield Starting materials: O=C1NC(=NO1)C1=CC(=C(C=C1)NC(C)=O)OC(F)(F)F (N-[4-(5-oxo-4,5-dihydro-[1,2,4]oxadiazol-3-yl)-2-trifluoromethoxyphenyl]acetamide), Cl (hydrochloric acid), CO (methanol), solution. Solvent: O1CCOCC1 (dioxane). Reaction conditions: time 15 hour. Yields the product Cl.NC1=C(C=C(C=C1)C1=NOC(N1)=O)OC(F)(F)F (3-(4-amino-3-trifluoromethoxyphenyl)-4H-[1,2,4]-oxadiazol-5-one hydrochloride). As a reaction SMILES: [O:1]=[C:2]1[O:6][N:5]=[C:4]([C:7]2[CH:12]=[CH:11][C:10]([NH:13]C(=O)C)=[C:9]([O:17][C:18]([F:21])([F:20])[F:19])[CH:8]=2)[NH:3]1.CO.[ClH:24]>O1CCOCC1>[ClH:24].[NH2:13][C:10]1[CH:11]=[CH:12][C:7]([C:4]2[NH:3][C:2](=[O:1])[O:6][N:5]=2)=[CH:8][C:9]=1[O:17][C:18]([F:19])([F:21])[F:20] |f:4.5|. Reported procedure: The mixture consisting of 200 mg of N-[4-(5-oxo-4,5-dihydro-[1,2,4]oxadiazol-3-yl)-2-trifluoromethoxyphenyl]acetamide, 10 ml of methanol and 0.5 ml of a 4M solution of hydrochloric acid in dioxane was stirred at room temperature for 15 hours. After concentrating the volatile fractions on a rotary evaporator, a yellowish oil remains.